describe an organic reaction: reactants, conditions, products, and yield From a dataset of the Open Reaction Database (ORD), a public repository of structured organic reaction records. Reactants: CCOC(=O)c1cnn(-c2ncc(Cl)cc2NS(=O)(=O)c2ccc(C(C)(C)C)cc2)c1, C1CCOC1, CC(=O)O, [Na+], [OH-]. Product: CC(C)(C)c1ccc(S(=O)(=O)Nc2cc(Cl)cnc2-n2cc(C(=O)O)cn2)cc1. RXN SMILES: [CH2:1]([CH3:2])[O:3][C:4](=[O:5])[c:6]1[cH:7][n:8][n:9](-[c:11]2[n:12][cH:13][c:14]([Cl:31])[cH:15][c:16]2[NH:17][S:18](=[O:19])(=[O:20])[c:21]2[cH:22][cH:23][c:24]([C:27]([CH3:28])([CH3:29])[CH3:30])[cH:25][cH:26]2)[cH:10]1.[CH2:34]1[O:35][CH2:36][CH2:37][CH2:38]1.[CH3:39][C:40](=[O:41])[OH:42].[Na+:33].[OH-:32]>>[O:3]=[C:4]([OH:5])[c:6]1[cH:7][n:8][n:9](-[c:11]2[n:12][cH:13][c:14]([Cl:31])[cH:15][c:16]2[NH:17][S:18](=[O:19])(=[O:20])[c:21]2[cH:22][cH:23][c:24]([C:27]([CH3:28])([CH3:29])[CH3:30])[cH:25][cH:26]2)[cH:10]1. Yields the product OC(C(=O)O)(C1=CSC=C1)C1=CC=CC=C1 (2-Hydroxy-2-phenyl-2-(thiophen-3-yl)acetic acid). Solvent: C1CCOC1 (THF), [OH-].[Na+] (sodium hydroxide). Reaction SMILES: [OH:1][C:2]([C:13]1[CH:18]=[CH:17][CH:16]=[CH:15][CH:14]=1)([C:8]1[CH:12]=[CH:11][S:10][CH:9]=1)[C:3]([O:5]CC)=[O:4]>C1COCC1.[OH-].[Na+]>[OH:1][C:2]([C:13]1[CH:18]=[CH:17][CH:16]=[CH:15][CH:14]=1)([C:8]1[CH:12]=[CH:11][S:10][CH:9]=1)[C:3]([OH:5])=[O:4] |f:2.3|. Run at temperature 60 celsius. Reported procedure: To a stirred solution of ethyl 2-hydroxy-2-phenyl-2-(thiophen-3-yl)acetate (1.06 g, 4.02 mmol) in THF (10 mL), sodium hydroxide (10 mL, 2.0 M aqueous solution) was added. The reaction was heated at 60° C. for 24 hours. The reaction was allowed to cool to RT, and THF was removed under reduced pressure. The resultant residue was washed with diethyl ether (×3). The aqueous layer was acidified to pH 1 with 2.0 M aqueous hydrochloric acid and extracted with ethyl acetate (×3). The combined ethyl acet... The reactants are OC(C(=O)OCC)(C1=CSC=C1)C1=CC=CC=C1 (ethyl 2-hydroxy-2-phenyl-2-(thiophen-3-yl)acetate). The yield is 79.6%. Reactants: C(C)(C)(C)N=NC1(CCCCC1)N=C=S (1-t-Butylazo-1-isothiocyanatocyclohexane), NNC(=O)NN (carbohydrazide), O (water). Run in CO (methanol). Conditions: time 8 hour. Product: C(C)(C)(C)N=NC1(CCCCC1)NC(=S)NNC(=O)NNC(=S)NC1(CCCCC1)N=NC(C)(C)C (1,5-Di[1-(t-butylazo)-cyclohexylaminothiocarbonyl]carbohydrazide). Reaction SMILES: [NH2:1][NH:2][C:3]([NH:5][NH2:6])=[O:4].[C:7]([N:11]=[N:12][C:13]1([N:19]=[C:20]=[S:21])[CH2:18][CH2:17][CH2:16][CH2:15][CH2:14]1)([CH3:10])([CH3:9])[CH3:8].O>CO>[C:7]([N:11]=[N:12][C:13]1([NH:19][C:20]([NH:1][NH:2][C:3]([NH:5][NH:6][C:20]([NH:19][C:13]2([N:12]=[N:11][C:7]([CH3:10])([CH3:9])[CH3:8])[CH2:18][CH2:17][CH2:16][CH2:15][CH2:14]2)=[S:21])=[O:4])=[S:21])[CH2:14][CH2:15][CH2:16][CH2:17][CH2:18]1)([CH3:10])([CH3:8])[CH3:9]. Reported procedure: To a slurry of 2.25 grams (.025 moles) of carbohydrazide in 30 ml of methanol stirred by a magnetic stirrer in a 50 ml erlenmeyer flask was added 11.3 grams (.05 moles) of 1-t-butylazo-1-isothiocyanatocyclohexane (from Example I). The reaction was stirred overnight, during which time complete solution was obtained. The next morning the solution was poured into 200 ml water and the product extracted with methylene chloride. The methylene chloride extract was washed with water, dried over anhydrou... Conditions: temperature 0 celsius, time 3 hour. Reactants: C1(=CC=CC=C1)P(C1=CC=CC=C1)C1=CC=CC=C1 (triphenylphosphine), CC(C)OC(=O)/N=N/C(=O)OC(C)C (DIAD), COC1=C(CN2[C@@H]([C@@H](C2=O)NC(OCC2=CC=CC=C2)=O)CN2N=C(C(=N2)CO)CNS(=O)(=O)C2=C(C=CC=C2)[N+](=O)[O-])C=CC(=C1)OC (benzyl ((2R,3S)-1-(2,4-dimethoxybenzyl)-2-((4-(hydroxymethyl)-5-((2-nitrophenylsulfonamido)methyl)-2H-1,2,3-triazol-2-yl)methyl)-4-oxoazetidin-3-yl)carbamate), C1(=CC=CC=C1)P(C1=CC=CC=C1)C1=CC=CC=C1 (triphenylphosphine), CC(C)OC(=O)/N=N/C(=O)OC(C)C (DIAD). RXN SMILES: [CH3:1][O:2][C:3]1[CH:47]=[C:46]([O:48][CH3:49])[CH:45]=[CH:44][C:4]=1[CH2:5][N:6]1[C:9](=[O:10])[C@@H:8]([NH:11][C:12](=[O:21])[O:13][CH2:14][C:15]2[CH:20]=[CH:19][CH:18]=[CH:17][CH:16]=2)[C@H:7]1[CH2:22][N:23]1[N:27]=[C:26]([CH2:28]O)[C:25]([CH2:30][NH:31][S:32]([C:35]2[CH:40]=[CH:39][CH:38]=[CH:37][C:36]=2[N+:41]([O-:43])=[O:42])(=[O:34])=[O:33])=[N:24]1.C1(P(C2C=CC=CC=2)C2C=CC=CC=2)C=CC=CC=1.CC(OC(/N=N/C(OC(C)C)=O)=O)C>C1COCC1>[CH3:1][O:2][C:3]1[CH:47]=[C:46]([O:48][CH3:49])[CH:45]=[CH:44][C:4]=1[CH2:5][N:6]1[C:9](=[O:10])[C@@H:8]([NH:11][C:12](=[O:21])[O:13][CH2:14][C:15]2[CH:20]=[CH:19][CH:18]=[CH:17][CH:16]=2)[C@H:7]1[CH2:22][N:23]1[N:27]=[C:26]2[CH2:28][N:31]([S:32]([C:35]3[CH:40]=[CH:39][CH:38]=[CH:37][C:36]=3[N+:41]([O-:43])=[O:42])(=[O:34])=[O:33])[CH2:30][C:25]2=[N:24]1. Run in C1CCOC1 (THF). The product is COC1=C(CN2[C@@H]([C@@H](C2=O)NC(OCC2=CC=CC=C2)=O)CN2N=C3C(=N2)CN(C3)S(=O)(=O)C3=C(C=CC=C3)[N+](=O)[O-])C=CC(=C1)OC (Benzyl ((2R,3S)-1-(2,4-dimethoxybenzyl)-2-((5-((2-nitrophenyl)sulfonyl)-5,6-dihydropyrrolo[3,4-d][1,2,3]triazol-2(4H)-yl)methyl)-4-oxoazetidin-3-yl)carbamate). Procedure: To a soln of benzyl ((2R,3S)-1-(2,4-dimethoxybenzyl)-2-((4-(hydroxymethyl)-5-((2-nitrophenylsulfonamido)methyl)-2H-1,2,3-triazol-2-yl)methyl)-4-oxoazetidin-3-yl)carbamate (165 mg, 0.237 mmol), and triphenylphosphine (91.6 mg, 0.349 mmol) in THF (11.9 mL) at 0° C. was added DIAD (72 μL, 0.35 mmol), drop-wise. After 3 h, more triphenylphosphine (46.4 mg, 0.177 mmol) was added, whereupon it was cooled to 0° C. followed by addition of DIAD (37 μL, 0.18 mmol). After stirring at rt for 2.5 h it was co... Yield: 198.0%. Reactants: [BH-](OC(=O)C)(OC(=O)C)OC(=O)C.[Na+] (NaBH(OAc)3), N1CCNCC1 (piperazine), C(=O)(O)[O-].[Na+] (NaHCO3), O=C1CCC=2C=CC(=NC2N1)OCCCC=O (4-(7-oxo-5,6,7,8-tetrahydro-[1,8]naphthyridin-2-yloxy)-butyraldehyde), N1(CCNCC1)C1=CC=CC=2NC(OC21)=O (7-piperazin-1-yl-3H-benzooxazol-2-one). Solvent: CCOCC (Et2O), CN(C)C=O (DMF), ClCCCl (DCE), C(Cl)Cl.CO (CH2Cl2 MeOH). Run at time 10 minute. Yields the product O=C1OC2=C(N1)C=CC=C2N2CCN(CC2)CCCCOC2=CC=C1CCC(NC1=N2)=O (7-{4-[4-(2-Oxo-2,3-dihydro-benzooxazol-7-yl)-piperazin-1-yl]-butoxy}-3,4-dihydro-1H-[1,8]naphthyridin-2-one). The yield is 64.0%. Reaction SMILES: [O:1]=[C:2]1[NH:11][C:10]2[N:9]=[C:8]([O:12][CH2:13][CH2:14][CH2:15][CH:16]=O)[CH:7]=[CH:6][C:5]=2[CH2:4][CH2:3]1.[N:18]1([C:24]2[C:32]3[O:31][C:30](=[O:33])[NH:29][C:28]=3[CH:27]=[CH:26][CH:25]=2)[CH2:23][CH2:22][NH:21][CH2:20][CH2:19]1.N1CCNCC1.[BH-](OC(C)=O)(OC(C)=O)OC(C)=O.[Na+].C([O-])(O)=O.[Na+]>ClCCCl.C(Cl)Cl.CO.CCOCC.CN(C=O)C>[O:33]=[C:30]1[NH:29][C:28]2[CH:27]=[CH:26][CH:25]=[C:24]([N:18]3[CH2:23][CH2:22][N:21]([CH2:16][CH2:15][CH2:14][CH2:13][O:12][C:8]4[N:9]=[C:10]5[C:5]([CH2:4][CH2:3][C:2](=[O:1])[NH:11]5)=[CH:6][CH:7]=4)[CH2:20][CH2:19]3)[C:32]=2[O:31]1 |f:3.4,5.6,8.9|. Procedure details: To a solution of 4-(7-oxo-5,6,7,8-tetrahydro-[1,8]naphthyridin-2-yloxy)-butyraldehyde (300 mg, 1.28 mmol) in DCE (6 mL) was added 7-piperazin-1-yl-3H-benzooxazol-2-one (309 mg, 1.41 mmol, prepared according to EP 0189612 and/or EP 0138280; Drugs of the Future, 2001, 26,128). The piperazine did not dissolve so DMF (1 mL) was added. The reaction was stirred for 10 min and NaBH(OAc)3 (380 mg, 1.79 mmol) was added. The reaction was stirred for 2 h at RT. Saturated NaHCO3 was added and the mixture wa...